The task is: describe an organic reaction: reactants, conditions, products, and yield. This data is from the Open Reaction Database (ORD), a public repository of structured organic reaction records. Starting materials: C(C)(C)(C)OC(=O)N1CCN(CC1)C1=NC=NC(=N1)C1=CC=2C(CCC(C2C=C1)(C)C)(C)C (4-[4-(5,5,8,8-tetramethyl-5,6,7,8-tetrahydronaphthalen-2-yl)-1,3,5-triazin-2-yl]piperazine-1-carboxylic acid tert-butyl ester), Cl (hydrochloride). Product: N1(CCNCC1)C1=NC=NC(=N1)C1=CC=2C(CCC(C2C=C1)(C)C)(C)C (2-piperazin-1-yl-4-(5,5,8,8-tetramethyl-5,6,7,8-tetrahydronaphthalen-2-yl)-1,3,5-triazine). RXN SMILES: C(OC([N:8]1[CH2:13][CH2:12][N:11]([C:14]2[N:19]=[C:18]([C:20]3[CH:29]=[CH:28][C:27]4[C:26]([CH3:31])([CH3:30])[CH2:25][CH2:24][C:23]([CH3:33])([CH3:32])[C:22]=4[CH:21]=3)[N:17]=[CH:16][N:15]=2)[CH2:10][CH2:9]1)=O)(C)(C)C.Cl>>[N:11]1([C:14]2[N:19]=[C:18]([C:20]3[CH:29]=[CH:28][C:27]4[C:26]([CH3:31])([CH3:30])[CH2:25][CH2:24][C:23]([CH3:33])([CH3:32])[C:22]=4[CH:21]=3)[N:17]=[CH:16][N:15]=2)[CH2:12][CH2:13][NH:8][CH2:9][CH2:10]1. Procedure: The above compound is prepared analogously to FS201 starting from 4-[4-(5,5,8,8-tetramethyl-5,6,7,8-tetrahydronaphthalen-2-yl)-1,3,5-triazin-2-yl]piperazine-1-carboxylic acid tert-butyl ester. Product is the hydrochloride. The reactants are COc1cc2ncnc(Nc3cccc(Cl)c3F)c2cc1C=O, NCCN1CCCC1. Product: COc1cc2ncnc(Nc3cccc(Cl)c3F)c2cc1CNCCN1CCCC1. Reaction SMILES: [Cl:1][c:2]1[c:3]([F:23])[c:4]([NH:5][c:6]2[n:7][cH:8][n:9][c:10]3[cH:11][c:12]([O:18][CH3:19])[c:13]([CH:16]=[O:17])[cH:14][c:15]23)[cH:20][cH:21][cH:22]1.[N:24]1([CH2:29][CH2:30][NH2:31])[CH2:25][CH2:26][CH2:27][CH2:28]1>>[Cl:1][c:2]1[c:3]([F:23])[c:4]([NH:5][c:6]2[n:7][cH:8][n:9][c:10]3[cH:11][c:12]([O:18][CH3:19])[c:13]([CH2:16][NH:31][CH2:30][CH2:29][N:24]4[CH2:25][CH2:26][CH2:27][CH2:28]4)[cH:14][c:15]23)[cH:20][cH:21][cH:22]1. Reactants: CC1(C)N=C(Oc2ccc(O)nn2)c2cc(C#N)ccc2O1, COS(=O)(=O)OC, CN(C)C=O. The product is COc1ccc(OC2=NC(C)(C)Oc3ccc(C#N)cc32)nn1. RXN SMILES: [CH3:1][C:2]1([CH3:22])[O:3][c:4]2[c:5]([cH:16][c:17]([C:20]#[N:21])[cH:18][cH:19]2)[C:6]([O:8][c:9]2[n:10][n:11][c:12]([OH:15])[cH:13][cH:14]2)=[N:7]1.[CH3:23][O:24][S:25]([O:26][CH3:27])(=[O:28])=[O:29].[O:30]=[CH:31][N:32]([CH3:33])[CH3:34]>>[CH3:1][C:2]1([CH3:22])[O:3][c:4]2[c:5]([cH:16][c:17]([C:20]#[N:21])[cH:18][cH:19]2)[C:6]([O:8][c:9]2[n:10][n:11][c:12]([O:15][CH3:23])[cH:13][cH:14]2)=[N:7]1. Reactants: [Al], CCOC(C)=O, COC(=O)c1ccc(C)c(-c2cnc3oc(-c4ccc(F)cc4)cc3c2)c1, O=C1CCC(=O)N1Br. Yields the product COC(=O)c1ccc(C)c(-c2cnc3oc(-c4ccc(F)cc4)c(Br)c3c2)c1. Reaction SMILES: [Al:36].[CH3:37][CH2:38][O:39][C:40]([CH3:41])=[O:42].[F:9][c:10]1[cH:11][cH:12][c:13](-[c:16]2[cH:17][c:18]3[c:19]([n:20][cH:21][c:22](-[c:24]4[cH:25][c:26]([C:27](=[O:28])[O:29][CH3:30])[cH:31][cH:32][c:33]4[CH3:34])[cH:23]3)[o:35]2)[cH:14][cH:15]1.[O:1]=[C:2]1[N:3]([Br:8])[C:4](=[O:5])[CH2:6][CH2:7]1>>[Br:8][c:17]1[c:16](-[c:13]2[cH:12][cH:11][c:10]([F:9])[cH:15][cH:14]2)[o:35][c:19]2[c:18]1[cH:23][c:22](-[c:24]1[cH:25][c:26]([C:27](=[O:28])[O:29][CH3:30])[cH:31][cH:32][c:33]1[CH3:34])[cH:21][n:20]2. RXN SMILES: [CH3:31][O:32][C:33]([CH2:34][c:35]1[cH:36][c:37]([CH2:41][Br:42])[cH:38][cH:39][cH:40]1)=[O:43].[CH3:45][N:46]([CH3:47])[CH:48]=[O:49].[Cl:1][c:2]1[cH:3][c:4]2[c:5]([n:6][c:7]([N:9]3[CH2:10][CH:11]([NH:14][S:15](=[O:16])(=[O:17])[c:18]4[c:19]([N+:24](=[O:25])[O-:26])[cH:20][cH:21][cH:22][cH:23]4)[CH2:12][CH2:13]3)[s:8]2)[cH:27][cH:28]1.[H-:29].[Na+:30].[OH2:44]>>[Cl:1][c:2]1[cH:3][c:4]2[c:5]([n:6][c:7]([N:9]3[CH2:10][CH:11]([N:14]([S:15](=[O:16])(=[O:17])[c:18]4[c:19]([N+:24](=[O:25])[O-:26])[cH:20][cH:21][cH:22][cH:23]4)[CH2:41][c:37]4[cH:36][c:35]([CH2:34][C:33]([O:32][CH3:31])=[O:43])[cH:40][cH:39][cH:38]4)[CH2:12][CH2:13]3)[s:8]2)[cH:27][cH:28]1. Yields the product COC(=O)Cc1cccc(CN(C2CCN(c3nc4ccc(Cl)cc4s3)C2)S(=O)(=O)c2ccccc2[N+](=O)[O-])c1. Reactants: COC(=O)Cc1cccc(CBr)c1, CN(C)C=O, O=[N+]([O-])c1ccccc1S(=O)(=O)NC1CCN(c2nc3ccc(Cl)cc3s2)C1, [H-], [Na+], O. Reactants: C1(=CC=CC=C1)C=1N=C(NC1C1=CC=CC=C1)SCCCCCNCCCCCCC (N-[5-(4,5-diphenyl-1H-imidazol-2-ylthio)pentyl]-1-heptanamine), C([O-])(O)=O.[Na+] (sodium bicarbonate), C1(CCCCC1)OC(=O)Cl (cyclohexylchloroformate). Run in C1(=CC=CC=C1)C (toluene), C1(=CC=CC=C1)C (toluene). Conditions: time 8 hour. The product is C1(=CC=CC=C1)C=1N=C(NC1C1=CC=CC=C1)SCCCCCN(C(OC1CCCCC1)=O)CCCCCCC (cyclohexyl [5-(4,5-diphenyl-1H-imidazol-2-ylthio)pentyl]heptylcarbamate). Yield: 55.0%. Reaction SMILES: [C:1]1([C:7]2[N:8]=[C:9]([S:18][CH2:19][CH2:20][CH2:21][CH2:22][CH2:23][NH:24][CH2:25][CH2:26][CH2:27][CH2:28][CH2:29][CH2:30][CH3:31])[NH:10][C:11]=2[C:12]2[CH:17]=[CH:16][CH:15]=[CH:14][CH:13]=2)[CH:6]=[CH:5][CH:4]=[CH:3][CH:2]=1.C(=O)(O)[O-].[Na+].[CH:37]1([O:43][C:44](Cl)=[O:45])[CH2:42][CH2:41][CH2:40][CH2:39][CH2:38]1>C1(C)C=CC=CC=1>[C:1]1([C:7]2[N:8]=[C:9]([S:18][CH2:19][CH2:20][CH2:21][CH2:22][CH2:23][N:24]([CH2:25][CH2:26][CH2:27][CH2:28][CH2:29][CH2:30][CH3:31])[C:44](=[O:45])[O:43][CH:37]3[CH2:42][CH2:41][CH2:40][CH2:39][CH2:38]3)[NH:10][C:11]=2[C:12]2[CH:13]=[CH:14][CH:15]=[CH:16][CH:17]=2)[CH:2]=[CH:3][CH:4]=[CH:5][CH:6]=1 |f:1.2|. Reported procedure: To a solution of N-[5-(4,5-diphenyl-1H-imidazol-2-ylthio)pentyl]-1-heptanamine (0.87 g, 0.002 mol) and sodium bicarbonate (5%, 1 mL) in toluene (10 mL) at 0° was added, dropwise, a solution of cyclohexylchloroformate (0.32 g, 0.002 mol) in toluene (5 mL). The reaction mixture was allowed to warm to ambient temperature and stirred overnight. The solvent was removed under vacuum. The residue (1.0 g) was chromatographed with 7:3 hexane-ethyl acetate to give the title compound (0.61 g, 0.0011 mol) a...